This data is from the Open Reaction Database (ORD), a public repository of structured organic reaction records. The task is: describe an organic reaction: reactants, conditions, products, and yield Starting materials: [Br-], [Br-], [Br-], CC(=O)C(C)(C)O, ClCCl, c1cc[nH+]cc1, c1cc[nH+]cc1, c1cc[nH+]cc1. Yields the product CC(C)(O)C(=O)C(Br)Br. RXN SMILES: [Br-:10].[Br-:8].[Br-:9].[CH3:1][C:2]([C:3]([CH3:4])=[O:5])([CH3:6])[OH:7].[Cl:29][CH2:30][Cl:31].[nH+:11]1[cH:12][cH:13][cH:14][cH:15][cH:16]1.[nH+:17]1[cH:18][cH:19][cH:20][cH:21][cH:22]1.[nH+:23]1[cH:24][cH:25][cH:26][cH:27][cH:28]1>>[CH3:1][C:2]([C:3]([CH:4]([Br:8])[Br:9])=[O:5])([CH3:6])[OH:7]. Reactants: [H][H], CCCn1c(=O)c2[nH]c(Cc3cccs3)nc2n(CCc2ccc([N+](=O)[O-])cc2)c1=O, NN, O, [Pd]. The product is CCCn1c(=O)c2[nH]c(Cc3cccs3)nc2n(CCc2ccc(N)cc2)c1=O. RXN SMILES: [H:35][H:36].[N+:1]([O-:2])(=[O:3])[c:4]1[cH:5][cH:6][c:7]([CH2:10][CH2:11][n:12]2[c:13](=[O:31])[n:14]([CH2:28][CH2:29][CH3:30])[c:15](=[O:27])[c:16]3[nH:17][c:18]([CH2:21][c:22]4[s:23][cH:24][cH:25][cH:26]4)[n:19][c:20]23)[cH:8][cH:9]1.[NH2:33][NH2:34].[OH2:32].[Pd:37]>>[NH2:1][c:4]1[cH:5][cH:6][c:7]([CH2:10][CH2:11][n:12]2[c:13](=[O:31])[n:14]([CH2:28][CH2:29][CH3:30])[c:15](=[O:27])[c:16]3[nH:17][c:18]([CH2:21][c:22]4[s:23][cH:24][cH:25][cH:26]4)[n:19][c:20]23)[cH:8][cH:9]1.